From a dataset of the Open Reaction Database (ORD), a public repository of structured organic reaction records. describe an organic reaction: reactants, conditions, products, and yield Reported procedure: 4-(2',3'-Dimethoxyphenyl)-3-phenylbutyric acid (13.3 g, 44.3 mmol), from Step 4, was treated with 14 mL (216 mmol) of methanesulfonic acid and 200 mL of trifluoroacetic acid at 60° C. for 1.5 h. After cooling the reaction mixture, the trifluoroacetic acid was removed in vacuo and ice water was added to the residue. Methylene chloride was added and the layers were separated. The organic layer was washed with 1N aqueous sodium hydroxide solution, water and brine, dried over anhydrous magnesium sul... Reactants: COC1=C(C=CC=C1OC)CC(CC(=O)O)C1=CC=CC=C1 (4-(2',3'-Dimethoxyphenyl)-3-phenylbutyric acid), CS(=O)(=O)O (methanesulfonic acid). Yield: 76.8%. Yields the product COC1=C2CC(CC(C2=CC=C1OC)=O)C1=CC=CC=C1 (5,6-dimethoxy-3-phenyl-1,2,3,4-tetrahydronaphthalen-1-one). Run in FC(C(=O)O)(F)F (trifluoroacetic acid). RXN SMILES: [CH3:1][O:2][C:3]1[C:8]([O:9][CH3:10])=[CH:7][CH:6]=[CH:5][C:4]=1[CH2:11][CH:12]([C:17]1[CH:22]=[CH:21][CH:20]=[CH:19][CH:18]=1)[CH2:13][C:14](O)=[O:15].CS(O)(=O)=O>FC(F)(F)C(O)=O>[CH3:1][O:2][C:3]1[C:8]([O:9][CH3:10])=[CH:7][CH:6]=[C:5]2[C:4]=1[CH2:11][CH:12]([C:17]1[CH:22]=[CH:21][CH:20]=[CH:19][CH:18]=1)[CH2:13][C:14]2=[O:15]. The reactants are [OH-].[Na+] (NaOH), FC=1C=C(C=CC1)N1[C@H](CCC1)C=1C=C(C=C2C(C=C(OC12)N1CCOCC1)=O)C(=O)OC (methyl 8-[(2R)-(1-(3-fluorophenyl)pyrrolidin-2-yl)]-2-morpholino-4-oxo-4H-chromene-6-carboxylate), Cl (HCl). The solvent is C1CCOC1 (THF), CO (MeOH). Run at temperature 25 celsius. Yields the product FC=1C=C(C=CC1)N1[C@H](CCC1)C=1C=C(C=C2C(C=C(OC12)N1CCOCC1)=O)C(=O)O (8-[(2R)-(1-(3-fluorophenyl)pyrrolidin-2-yl)]-2-morpholino-4-oxo-4H-chromene-6-carboxylic acid). Isolated yield 84.5%. Reaction SMILES: [OH-].[Na+].[F:3][C:4]1[CH:5]=[C:6]([N:10]2[CH2:14][CH2:13][CH2:12][C@@H:11]2[C:15]2[CH:16]=[C:17]([C:32]([O:34]C)=[O:33])[CH:18]=[C:19]3[C:24]=2[O:23][C:22]([N:25]2[CH2:30][CH2:29][O:28][CH2:27][CH2:26]2)=[CH:21][C:20]3=[O:31])[CH:7]=[CH:8][CH:9]=1.Cl>C1COCC1.CO>[F:3][C:4]1[CH:5]=[C:6]([N:10]2[CH2:14][CH2:13][CH2:12][C@@H:11]2[C:15]2[CH:16]=[C:17]([C:32]([OH:34])=[O:33])[CH:18]=[C:19]3[C:24]=2[O:23][C:22]([N:25]2[CH2:30][CH2:29][O:28][CH2:27][CH2:26]2)=[CH:21][C:20]3=[O:31])[CH:7]=[CH:8][CH:9]=1 |f:0.1|. Reported procedure: NaOH 2N (0.398 mL, 0.80 mmol) was added to methyl 8-[(2R)-(1-(3-fluorophenyl)pyrrolidin-2-yl)]-2-morpholino-4-oxo-4H-chromene-6-carboxylate (120 mg, 0.27 mmol) in a mixture of THF (2.4 mL) and MeOH (2.4 mL). The resulting solution was stirred at 25° C. over the weekend. HCl aq was added until pH ˜2. The solvents were removed under vacuum and the yellow solid was collected by filtration, washed with Diethyl ether to give 8-[(2R)-(1-(3-fluorophenyl)pyrrolidin-2-yl)]-2-morpholino-4-oxo-4H-chromene-... Starting materials: Cl(=O)(=O)(=O)[O-].CC1=[NH+]C2=CC=CC=C2C1(C)C (2,3,3-Trimethyl-3H-indolium perchlorate), COC1=CC=C(C=C1)C=CC(=O)C1=CC=CC=C1 (3-(4-methoxyphenyl)-1-phenyl-prop-2-ene-1-one). Product: Cl(=O)(=O)(=O)[O-].COC1=CC=C(C=C1)C1=CC2=[N+](C3=CC=CC=C3C2(C)C)C(=C1)C1=CC=CC=C1 (8-(4-Methoxyphenyl)-10,10-dimethyl-6-phenyl-10H-pyrido[1,2-a]indolium perchlorate). RXN SMILES: [Cl:1]([O-:5])(=[O:4])(=[O:3])=[O:2].[CH3:6][C:7]1[C:15]([CH3:17])([CH3:16])[C:14]2[C:9](=[CH:10][CH:11]=[CH:12][CH:13]=2)[NH+:8]=1.[CH3:18][O:19][C:20]1[CH:25]=[CH:24][C:23]([CH:26]=[CH:27][C:28]([C:30]2[CH:35]=[CH:34][CH:33]=[CH:32][CH:31]=2)=O)=[CH:22][CH:21]=1>>[Cl:1]([O-:5])(=[O:4])(=[O:3])=[O:2].[CH3:18][O:19][C:20]1[CH:25]=[CH:24][C:23]([C:26]2[CH:27]=[C:28]([C:30]3[CH:35]=[CH:34][CH:33]=[CH:32][CH:31]=3)[N+:8]3[C:9]4[C:14]([C:15]([CH3:17])([CH3:16])[C:7]=3[CH:6]=2)=[CH:13][CH:12]=[CH:11][CH:10]=4)=[CH:22][CH:21]=1 |f:0.1,3.4|. Procedure: 2,3,3-Trimethyl-3H-indolium perchlorate (5 g.) and 3-(4-methoxyphenyl)-1-phenyl-prop-2-ene-1-one (10 g.) were heated together on a steam bath for three hours. The cooled mixture was purified by recrystallization from acetonitrile. The melting point is 258°C. Reactants: CCN(C(C)C)C(C)C, Clc1ccnc(-n2ccnc2)n1, OCCC1CCCCN1, CN(C)C=O. Product: OCCC1CCCCN1c1ccnc(-n2ccnc2)n1. Reaction SMILES: [CH:22]([N:23]([CH2:24][CH3:25])[CH:26]([CH3:27])[CH3:28])([CH3:29])[CH3:30].[Cl:1][c:2]1[n:3][c:4](-[n:8]2[cH:9][n:10][cH:11][cH:12]2)[n:5][cH:6][cH:7]1.[NH:13]1[CH:14]([CH2:19][CH2:20][OH:21])[CH2:15][CH2:16][CH2:17][CH2:18]1.[O:31]=[CH:32][N:33]([CH3:34])[CH3:35]>>[c:2]1([N:13]2[CH:14]([CH2:19][CH2:20][OH:21])[CH2:15][CH2:16][CH2:17][CH2:18]2)[n:3][c:4](-[n:8]2[cH:9][n:10][cH:11][cH:12]2)[n:5][cH:6][cH:7]1.